This data is from the Open Reaction Database (ORD), a public repository of structured organic reaction records. The task is: describe an organic reaction: reactants, conditions, products, and yield The reactants are CC#N, [F-], CCCC1CCC(C(F)=C(F)[Si](C)(C)C)CC1, [K+], O. Yields the product CCCC1CCC(C(F)=CF)CC1. Reaction SMILES: [CH3:21][C:22]#[N:23].[F-:18].[F:1][C:2](=[C:3]([Si:4]([CH3:5])([CH3:6])[CH3:7])[F:8])[CH:9]1[CH2:10][CH2:11][CH:12]([CH2:15][CH2:16][CH3:17])[CH2:13][CH2:14]1.[K+:19].[OH2:20]>>[F:1][C:2](=[CH:3][F:8])[CH:9]1[CH2:10][CH2:11][CH:12]([CH2:15][CH2:16][CH3:17])[CH2:13][CH2:14]1. The reactants are C(C)(=O)O[C@H]1C[C@H]2CC[C@H]3[C@@H]4CC[C@H](C(CO)=O)[C@]4(CC([C@@H]3[C@]2(CC1)C)=O)C (3α-acetoxy-21-hydroxy-5β-pregnane-11,20-dione), CI (methyl iodide). Reagents/catalysts: [Ag]=O (silver oxide). Run at time 8 hour. The product is C(C)(=O)O[C@H]1C[C@H]2CC[C@H]3[C@@H]4CC[C@H](C(COC)=O)[C@]4(CC([C@@H]3[C@]2(CC1)C)=O)C (3α-acetoxy-21-methoxy-5β-pregnane-11,20-dione). As a reaction SMILES: [C:1]([O:4][C@@H:5]1[CH2:25][CH2:24][C@@:23]2([CH3:26])[C@H:7]([CH2:8][CH2:9][C@@H:10]3[C@@H:22]2[C:21](=[O:27])[CH2:20][C@@:19]2([CH3:28])[C@H:11]3[CH2:12][CH2:13][C@@H:14]2[C:15](=[O:18])[CH2:16][OH:17])[CH2:6]1)(=[O:3])[CH3:2].[CH3:29]I>[Ag]=O>[C:1]([O:4][C@@H:5]1[CH2:25][CH2:24][C@@:23]2([CH3:26])[C@H:7]([CH2:8][CH2:9][C@@H:10]3[C@@H:22]2[C:21](=[O:27])[CH2:20][C@@:19]2([CH3:28])[C@H:11]3[CH2:12][CH2:13][C@@H:14]2[C:15](=[O:18])[CH2:16][O:17][CH3:29])[CH2:6]1)(=[O:3])[CH3:2]. Procedure details: Freshly prepared silver oxide (690 mg.) was added to a solution of 3α-acetoxy-21-hydroxy-5β-pregnane-11,20-dione (68.3 mg.) in methyl iodide (1.5 ml.) and the resulting mixture was refluxed for 1 hour, allowed to stand overnight and then refluxed for a further 3 hours. The reaction was partitioned between water and chloroform and the chloroform layer was washed with water, dried (Na2SO4) and evaporated to give 3α-acetoxy-21-methoxy-5β-pregnane-11,20-dione (69 mg.) as a foam. This was dissolved i... Reactants: FC(C=1C=C(C=C(C1)C(F)(F)F)[C@@H]1[C@@H](N(C(O1)=O)CC1=C(C=CC(=C1)C(F)(F)F)C1=NC(=CC=C1[N+](=O)[O-])C(=C)C)C)(F)F ((4S,5R)-5-[3,5-bis(trifluoromethyl)phenyl]-3-[2-(6-isopropenyl-3-nitropyridin-2-yl)-5-(trifluoromethyl)benzyl]-4-methyl-1,3-oxazolidin-2-one). Reagents/catalysts: [Pd] (Pd/C). Solvent: CCO (EtOH). Run at time 90 minute. Yields the product NC=1C(=NC(=CC1)C(C)C)C1=C(CN2C(O[C@@H]([C@@H]2C)C2=CC(=CC(=C2)C(F)(F)F)C(F)(F)F)=O)C=C(C=C1)C(F)(F)F ((4S,5R)-3-[2-(3-amino-6-isopropylpyridine-2-yl)-5-(trifluoromethyl)benzyl]-5-[3,5-bis(trifluoromethyl)phenyl]-4-methyl-1,3-oxazolidin-2-one). RXN SMILES: [F:1][C:2]([F:44])([F:43])[C:3]1[CH:4]=[C:5]([C@H:13]2[O:17][C:16](=[O:18])[N:15]([CH2:19][C:20]3[CH:25]=[C:24]([C:26]([F:29])([F:28])[F:27])[CH:23]=[CH:22][C:21]=3[C:30]3[C:35]([N+:36]([O-])=O)=[CH:34][CH:33]=[C:32]([C:39]([CH3:41])=[CH2:40])[N:31]=3)[C@H:14]2[CH3:42])[CH:6]=[C:7]([C:9]([F:12])([F:11])[F:10])[CH:8]=1>CCO.[Pd]>[NH2:36][C:35]1[C:30]([C:21]2[CH:22]=[CH:23][C:24]([C:26]([F:29])([F:28])[F:27])=[CH:25][C:20]=2[CH2:19][N:15]2[C@@H:14]([CH3:42])[C@@H:13]([C:5]3[CH:6]=[C:7]([C:9]([F:10])([F:11])[F:12])[CH:8]=[C:3]([C:2]([F:1])([F:43])[F:44])[CH:4]=3)[O:17][C:16]2=[O:18])=[N:31][C:32]([CH:39]([CH3:40])[CH3:41])=[CH:33][CH:34]=1. Procedure details: To a solution of (4S,5R)-5-[3,5-bis(trifluoromethyl)phenyl]-3-[2-(6-isopropenyl-3-nitropyridin-2-yl)-5-(trifluoromethyl)benzyl]-4-methyl-1,3-oxazolidin-2-one (example 177) (19.3 mg, 0.0305 mmol) in EtOH (300 μL) was added 10% Pd/C (5 mg). The reaction was placed under a H2 atmosphere (balloon) and stirred vigorously. After 90 minutes, the mixture was loaded on to a PTLC plate and purified (30% EtOAc/hexanes, developed twice), affording (4S,5R)-3-[2-(3-amino-6-isopropylpyridine-2-yl)-5-(trifluoro... Reactants: C(=O)(O)C=1C(=C(C(=CC1I)I)NC(CN1CCNCCNCCNCC1)=O)I (N-(3-carboxy-2,4,6-triiodophenyl)-1,4,7,10-tetraazacyclododecane-1-acetamide), C(=O)(O)C(CC=1C(=C(C(=CC1I)I)NC(CN1CCNCCNCCNCC1)=O)I)CC (N-[3-(2-carboxybutyl)-2,4,6-triiodophenyl]-1,4,7,10-tetraazacyclododecane-1-acetamide), BrCC(=O)O (bromoacetic acid). Solvent: O (H2O), O (H2O). Product: C(=O)(O)C(CC=1C(=C(C(=CC1I)I)NC(CN1CCN(CCN(CCN(CC1)CC(=O)O)CC(=O)O)CC(=O)O)=O)I)CC (10-[2-[[3-(2-carboxybutyl)-2,4,6-triiodophenyl]amino]-2-oxoethyl ] -1,4,7,10-tetraazacyclododecane-1,4,7-triacetic acid). Isolated yield 13.4%. RXN SMILES: Br[CH2:2][C:3]([OH:5])=[O:4].[C:6]([C:9]1C(I)=C(NC(=O)CN2CCNCCNCCNCC2)C(I)=CC=1I)([OH:8])=[O:7].[C:34]([CH:37]([CH2:64][CH3:65])[CH2:38][C:39]1[C:40]([I:63])=[C:41]([NH:47][C:48](=[O:62])[CH2:49][N:50]2[CH2:61][CH2:60][NH:59][CH2:58][CH2:57][NH:56][CH2:55][CH2:54][NH:53][CH2:52][CH2:51]2)[C:42]([I:46])=[CH:43][C:44]=1[I:45])([OH:36])=[O:35]>O>[C:34]([CH:37]([CH2:64][CH3:65])[CH2:38][C:39]1[C:40]([I:63])=[C:41]([NH:47][C:48](=[O:62])[CH2:49][N:50]2[CH2:51][CH2:52][N:53]([CH2:2][C:3]([OH:5])=[O:4])[CH2:54][CH2:55][N:56]([CH2:2][C:3]([OH:5])=[O:4])[CH2:57][CH2:58][N:59]([CH2:9][C:6]([OH:8])=[O:7])[CH2:60][CH2:61]2)[C:42]([I:46])=[CH:43][C:44]=1[I:45])([OH:36])=[O:35]. Procedure details: According to the procedure described in Example 3, 17.74 g of bromoacetic acid (0.127 mol) in 20 ml of H2O are reacted with 25 g of compound (B) N-[3-(2-carboxybutyl)-2,4,6-triiodophenyl]-1,4,7,10-tetraazacyclododecane-1-acetamide (0.032 mol) in 20 ml of H2O. 4.1 g of 10-[2-[[3-(2-carboxybutyl)-2,4,6-triiodophenyl]amino]-2-oxoethyl ] -1,4,7,10-tetraazacyclododecane-1,4,7-triacetic acid (0.0043 mol) are obtained. Reactants: FC(C1=CC(=NC=2N1N=CC2C#C)C2=CC=C(C=C2)C(F)(F)F)F (7-difluoromethyl-3-ethynyl-5-(4-trifluoromethyl-phenyl)-pyrazolo[1,5-a]pyrimidine), NC1=NC=C(C=N1)I (2-amino-5-iodopyrimidine). Product: FC(C1=CC(=NC=2N1N=CC2C#CC=2C=NC(=NC2)N)C2=CC=C(C=C2)C(F)(F)F)F (5-[7-Difluoromethyl-5-(4-trifluoromethyl-phenyl)-pyrazolo[1,5-a]pyrimidin-3-ylethynyl]-pyrimidin-2-ylamine), solid. Isolated yield 12.0%. RXN SMILES: [F:1][CH:2]([F:24])[C:3]1[N:8]2[N:9]=[CH:10][C:11]([C:12]#[CH:13])=[C:7]2[N:6]=[C:5]([C:14]2[CH:19]=[CH:18][C:17]([C:20]([F:23])([F:22])[F:21])=[CH:16][CH:15]=2)[CH:4]=1.[NH2:25][C:26]1[N:31]=[CH:30][C:29](I)=[CH:28][N:27]=1>>[F:24][CH:2]([F:1])[C:3]1[N:8]2[N:9]=[CH:10][C:11]([C:12]#[C:13][C:29]3[CH:28]=[N:27][C:26]([NH2:25])=[N:31][CH:30]=3)=[C:7]2[N:6]=[C:5]([C:14]2[CH:19]=[CH:18][C:17]([C:20]([F:23])([F:22])[F:21])=[CH:16][CH:15]=2)[CH:4]=1. Reported procedure: The title compound was prepared from 7-difluoromethyl-3-ethynyl-5-(4-trifluoromethyl-phenyl)-pyrazolo[1,5-a]pyrimidine (example C.2) (337 g, 1.0 mmol) and commercially available 2-amino-5-iodopyrimidine (287 mg, 1.3 mmol) according to general procedure II. Obtained as an orange solid (52 mg, 12%). MS (ISP) 431.3 [(M+H)+]; mp 242-243° C. Reactants: C(C1=CC=CC=C1)(=O)Cl (benzoyl chloride), solution, C(CCC)[Li] (n-butyllithium), C(CC)OC1CCC(N1)=O (5-(1-propyloxy) pyrrolidin-2-one). Run in O1CCCC1 (tetrahydrofuran), CCCCCC (hexane), O1CCCC1 (tetrahydrofuran). The product is C(C1=CC=CC=C1)(=O)N1C(CCC1OCCC)=O (1-benzoyl 5-n-propyloxy pyrrolidin-2-one). Isolated yield 57.9%. RXN SMILES: C([Li])CCC.[CH2:6]([O:9][CH:10]1[NH:14][C:13](=[O:15])[CH2:12][CH2:11]1)[CH2:7][CH3:8].[C:16](Cl)(=[O:23])[C:17]1[CH:22]=[CH:21][CH:20]=[CH:19][CH:18]=1>CCCCCC.O1CCCC1>[C:16]([N:14]1[CH:10]([O:9][CH2:6][CH2:7][CH3:8])[CH2:11][CH2:12][C:13]1=[O:15])(=[O:23])[C:17]1[CH:22]=[CH:21][CH:20]=[CH:19][CH:18]=1. Procedure details: 18.6 cm3 of a 1.5M solution of n-butyllithium in hexane is added to a solution of 4 g of 5-(1-propyloxy) pyrrolidin-2-one in tetrahydrofuran at -60° C., while maintaining the temperature between -55° C. and -60° C. After agitation for 15 minutes at -60° C. a solution of 3.93 g of benzoyl chloride in 20 cm3 of tetrahydrofuran is added at this temperature. After allowing the mixture to return to ambient temperature, the solvent is evaporated under reduced pressure. The residue is chromatographed o...